This data is from the Open Reaction Database (ORD), a public repository of structured organic reaction records. The task is: describe an organic reaction: reactants, conditions, products, and yield Product: CCOC(=O)C(Cc1ccc(OCC=C(c2ccccc2)c2ccc(-c3ccco3)cc2)cc1)OCC. Reaction SMILES: [CH2:22]([P:23]([CH2:24][CH2:25][CH2:26][CH3:27])[CH2:28][CH2:29][CH2:30][CH3:31])[CH2:32][CH2:33][CH3:34].[CH2:35]([CH3:36])[O:37][C:38]([CH:39]([CH2:40][c:41]1[cH:42][cH:43][c:44]([OH:47])[cH:45][cH:46]1)[O:48][CH2:49][CH3:50])=[O:51].[N:52]([C:53]([N:54]1[CH2:55][CH2:56][CH2:57][CH2:58][CH2:59]1)=[O:60])=[N:61][C:62]([N:63]1[CH2:64][CH2:65][CH2:66][CH2:67][CH2:68]1)=[O:69].[cH:70]1[cH:71][cH:72][cH:73][cH:74][cH:75]1.[o:1]1[c:2](-[c:6]2[cH:7][cH:8][c:9]([C:12](=[CH:13][CH2:14][OH:15])[c:16]3[cH:17][cH:18][cH:19][cH:20][cH:21]3)[cH:10][cH:11]2)[cH:3][cH:4][cH:5]1>>[o:1]1[c:2](-[c:6]2[cH:7][cH:8][c:9]([C:12](=[CH:13][CH2:14][O:15][c:44]3[cH:43][cH:42][c:41]([CH2:40][CH:39]([C:38]([O:37][CH2:35][CH3:36])=[O:51])[O:48][CH2:49][CH3:50])[cH:46][cH:45]3)[c:16]3[cH:17][cH:18][cH:19][cH:20][cH:21]3)[cH:10][cH:11]2)[cH:3][cH:4][cH:5]1. Starting materials: CCCCP(CCCC)CCCC, CCOC(=O)C(Cc1ccc(O)cc1)OCC, O=C(N=NC(=O)N1CCCCC1)N1CCCCC1, c1ccccc1, OCC=C(c1ccccc1)c1ccc(-c2ccco2)cc1. The reactants are Cn1ncc2[nH]ccc2c1=O, O=C(c1ccc(CBr)cc1)c1ccc(Cl)cc1Cl, CN(C)C=O, O. The product is Cn1ncc2c(ccn2Cc2ccc(C(=O)c3ccc(Cl)cc3Cl)cc2)c1=O. Reaction SMILES: [CH3:1][n:2]1[n:3][cH:4][c:5]2[c:6]([c:7]1=[O:8])[cH:9][cH:10][nH:11]2.[Cl:12][c:13]1[c:14]([C:15](=[O:16])[c:17]2[cH:18][cH:19][c:20]([CH2:21][Br:22])[cH:23][cH:24]2)[cH:25][cH:26][c:27]([Cl:29])[cH:28]1.[O:31]=[CH:32][N:33]([CH3:34])[CH3:35].[OH2:30]>>[CH3:1][n:2]1[n:3][cH:4][c:5]2[c:6]([c:7]1=[O:8])[cH:9][cH:10][n:11]2[CH2:21][c:20]1[cH:19][cH:18][c:17]([C:15]([c:14]2[c:13]([Cl:12])[cH:28][c:27]([Cl:29])[cH:26][cH:25]2)=[O:16])[cH:24][cH:23]1. Reactants: ClC1=NN2C(C(=CC=C2)C=2C=C(CN(S(=O)(=O)C)C)C=CC2)=N1 (N-[3-(2-chloro-[1,2,4]triazolo[1,5-a]pyridin-8-yl)-benzyl]-N-methyl-methanesulfonamide), CN1CCC(CC1)C1=CC=C(C=C1)N (4-(1-methyl-piperidin-4-yl)-phenylamine), C1(CCCCC1)P(C1=C(C=CC=C1)C1=C(C=CC=C1)P(C1CCCCC1)C1CCCCC1)C1CCCCC1 (2,2′-bis-dicyclohexylphosphanyl-biphenyl). RXN SMILES: Cl[C:2]1[N:23]=[C:5]2[C:6]([C:10]3[CH:11]=[C:12]([CH:20]=[CH:21][CH:22]=3)[CH2:13][N:14]([CH3:19])[S:15]([CH3:18])(=[O:17])=[O:16])=[CH:7][CH:8]=[CH:9][N:4]2[N:3]=1.[CH3:24][N:25]1[CH2:30][CH2:29][CH:28]([C:31]2[CH:36]=[CH:35][C:34]([NH2:37])=[CH:33][CH:32]=2)[CH2:27][CH2:26]1.C1(P(C2CCCCC2)C2C=CC=CC=2C2C=CC=CC=2P(C2CCCCC2)C2CCCCC2)CCCCC1>>[CH3:19][N:14]([CH2:13][C:12]1[CH:20]=[CH:21][CH:22]=[C:10]([C:6]2[C:5]3[N:4]([N:3]=[C:2]([NH:37][C:34]4[CH:35]=[CH:36][C:31]([CH:28]5[CH2:27][CH2:26][N:25]([CH3:24])[CH2:30][CH2:29]5)=[CH:32][CH:33]=4)[N:23]=3)[CH:9]=[CH:8][CH:7]=2)[CH:11]=1)[S:15]([CH3:18])(=[O:17])=[O:16]. Yields the product CN(S(=O)(=O)C)CC1=CC(=CC=C1)C=1C=2N(C=CC1)N=C(N2)NC2=CC=C(C=C2)C2CCN(CC2)C (N-Methyl-N-(3-{2-[4-(1-methyl-piperidin-4-yl)-phenylamino]-[1,2,4]triazolo[1,5-a]pyridin-8-yl}-benzyl)-methanesulfonamide), foam. Yield: 36.0%. Reported procedure: N-Methyl-N-(3-{2-[4-(1-methyl-piperidin-4-yl)-phenylamino]-[1,2,4]triazolo[1,5-a]pyridin-8-yl}-benzyl)-methanesulfonamide was prepared from N-[3-(2-chloro-[1,2,4]triazolo[1,5-a]pyridin-8-yl)-benzyl]-N-methyl-methanesulfonamide (75.0 mg, 0.214 mmol) and 4-(1-methyl-piperidin-4-yl)-phenylamine (45.0 mg, 0.236 mmol) with 2,2′-bis-dicyclohexylphosphanyl-biphenyl (24.0 mg, 0.0439 mmol) as the ligand in a manner analogous to Example 2d. Product isolated as a yellow foam (0.039 g, 36%). 1H NMR (400 MHz... Yield: 58.0%. Reaction SMILES: C[Mg]I.[CH2:4]([N:6]1[C:10]([C:11]2[CH:12]=[C:13]([C:17]([NH:20][S:21]([CH2:24][C:25]([F:28])([F:27])[F:26])(=[O:23])=[O:22])([CH3:19])[CH3:18])[CH:14]=[CH:15][CH:16]=2)=[CH:9][C:8]([CH:29]=[O:30])=[N:7]1)[CH3:5].[CH2:31]1COCC1>CCOCC>[CH2:4]([N:6]1[C:10]([C:11]2[CH:12]=[C:13]([C:17]([NH:20][S:21]([CH2:24][C:25]([F:26])([F:27])[F:28])(=[O:23])=[O:22])([CH3:19])[CH3:18])[CH:14]=[CH:15][CH:16]=2)=[CH:9][C:8]([CH:29]([OH:30])[CH3:31])=[N:7]1)[CH3:5]. The product is C(C)N1N=C(C=C1C=1C=C(C=CC1)C(C)(C)NS(=O)(=O)CC(F)(F)F)C(C)O (2,2,2-Trifluoroethanesulfonic acid (1-{3-[1-ethyl-3-(1-hydroxyethyl)-1H-pyrazol-5-yl]-phenyl}-1-methylethyl)-amide). Conditions: time 15 minute. Reactants: C[Mg]I (MeMgI), C(C)N1N=C(C=C1C=1C=C(C=CC1)C(C)(C)NS(=O)(=O)CC(F)(F)F)C=O (2,2,2-Trifluoroethanesulfonic acid {1-[3-(1-ethyl-3-formyl-1H-pyrazol-5-yl)-phenyl]-1-methylethyl}-amide), C1CCOC1 (THF). The solvent is CCOCC (Et2O). Procedure: A solution of MeMgI (1.47 mmol) in Et2O (3.0 M, 0.49 mL) was added dropwise over 2 min to a stirred mixture of the aldehyde from Step 1 and THF (10 mL) at 0° C. under N2. The reaction mixture was stirred for 15 min and then quenched by the addition of NH4Cl solution (15 mL). The organics were extracted into EtOAc (40 mL), concentrated under reduced pressure, and purified by column chromatography on silica, eluting with 80% EtOAc/iso-hexane to yield the alcohol (121 mg, 58%). 1H NMR (CDCl3, 400 M... The reactants are NC1=CC(=CC(=N1)CO)SC ((6-amino-4-methylsulfanyl-pyridin-2-yl)-methanol), BrC(Br)(Br)Br (tetrabromomethane), C1(=CC=CC=C1)P(C1=CC=CC=C1)C1=CC=CC=C1 (triphenylphosphin). Run in ClCCl (dichloromethane). Run at time 1 hour. Yields the product BrCC1=CC(=CC(=N1)N)SC (6-Bromomethyl-4-methylsulfanyl-pyridin-2-ylamine). The yield is 54.8%. RXN SMILES: [NH2:1][C:2]1[N:7]=[C:6]([CH2:8]O)[CH:5]=[C:4]([S:10][CH3:11])[CH:3]=1.[Br:12]C(Br)(Br)Br.C1(P(C2C=CC=CC=2)C2C=CC=CC=2)C=CC=CC=1>ClCCl>[Br:12][CH2:8][C:6]1[N:7]=[C:2]([NH2:1])[CH:3]=[C:4]([S:10][CH3:11])[CH:5]=1. Procedure details: To a solution of 0.10 g (6-amino-4-methylsulfanyl-pyridin-2-yl)-methanol in 6 ml dichloromethane was added 0.292 g tetrabromomethane and 0.231 g triphenylphosphin and the mixture was stirred at room temperature for 1 h. The reaction mixture was purified by chromatography on silica gel with heptan:ethyl acetate=1:1 to yield 0.075 g of the title compound as white crystals MS (ISP): 232.9; 234.9 [M+H]+. The reactants are O=C1OC(=O)C(Cl)=C1Cl, Nc1ccc(F)cc1, O. The product is O=C1C(Cl)=C(Cl)C(=O)N1c1ccc(F)cc1. RXN SMILES: [Cl:9][C:10]1=[C:15]([Cl:16])[C:14](=[O:17])[O:13][C:11]1=[O:12].[NH2:1][c:2]1[cH:3][cH:4][c:5]([F:6])[cH:7][cH:8]1.[OH2:18]>>[N:1]1([c:2]2[cH:3][cH:4][c:5]([F:6])[cH:7][cH:8]2)[C:11](=[O:12])[C:10]([Cl:9])=[C:15]([Cl:16])[C:14]1=[O:13].